This data is from the Open Reaction Database (ORD), a public repository of structured organic reaction records. The task is: describe an organic reaction: reactants, conditions, products, and yield The reactants are C(=O)=O (carbon dioxide), C(CCC)[Li] (n-butyllithium), C1=CC=CC=2OC3=C(C21)C=CC=C3 (dibenzofuran). Solvent: C(C)OCC (diethyl ether), [OH-].[Na+] (sodium hydroxide), CCCCCC (hexane), C1CCOC1 (THF). Conditions: temperature 20 celsius, time 3 hour. The product is C1=CC=C(C=2OC3=C(C21)C=CC=C3)C(=O)O (Dibenzo[b,d]furan-4-carboxylic acid). Isolated yield 58.0%. Reaction SMILES: C([Li])CCC.[CH:6]1[C:14]2[C:13]3[CH:15]=[CH:16][CH:17]=[CH:18][C:12]=3[O:11][C:10]=2[CH:9]=[CH:8][CH:7]=1.[C:19](=[O:21])=[O:20]>CCCCCC.C1COCC1.C(OCC)C.[OH-].[Na+]>[CH:6]1[C:14]2[C:13]3[CH:15]=[CH:16][CH:17]=[CH:18][C:12]=3[O:11][C:10]=2[C:9]([C:19]([OH:21])=[O:20])=[CH:8][CH:7]=1 |f:6.7|. Procedure: A solution of 1.6M n-butyllithium in hexane (18.5 ml) was added dropwise to a stirred solution of dibenzofuran (5.0 g) in anhydrous THF (25 ml) at −78° C. under a nitrogen atmosphere. The resulting suspension was allowed to warm to 20° C. where it was stirred for 3 h. It was then cooled to −78° C. and added to a mixture of excess solid carbon dioxide in diethyl ether (250 ml) under a nitrogen atmosphere. The resulting white suspension was allowed to stand for 1 h at 20° C. and was then diluted w... Reactants: C(=O)NCC(CCCN1CCC(CC1)C1=CC=CC=C1)(C1=CC=CC=C1)C1=CC=CC=C1 (1-(5-formylamino-4,4-diphenylpentyl)-4-phenylpiperidine), [OH-].[Na+] (sodium hydroxide). Run in CO (methanol). Product: NCC(CCCN1CCC(CC1)C1=CC=CC=C1)(C1=CC=CC=C1)C1=CC=CC=C1 (1-(5-Amino-4,4-diphenylpentyl)-4-phenylpiperidine). The yield is 100.3%. RXN SMILES: C([NH:3][CH2:4][C:5]([C:27]1[CH:32]=[CH:31][CH:30]=[CH:29][CH:28]=1)([C:21]1[CH:26]=[CH:25][CH:24]=[CH:23][CH:22]=1)[CH2:6][CH2:7][CH2:8][N:9]1[CH2:14][CH2:13][CH:12]([C:15]2[CH:20]=[CH:19][CH:18]=[CH:17][CH:16]=2)[CH2:11][CH2:10]1)=O.[OH-].[Na+]>CO>[NH2:3][CH2:4][C:5]([C:21]1[CH:26]=[CH:25][CH:24]=[CH:23][CH:22]=1)([C:27]1[CH:32]=[CH:31][CH:30]=[CH:29][CH:28]=1)[CH2:6][CH2:7][CH2:8][N:9]1[CH2:14][CH2:13][CH:12]([C:15]2[CH:16]=[CH:17][CH:18]=[CH:19][CH:20]=2)[CH2:11][CH2:10]1 |f:1.2|. Reported procedure: To a solution of 1-(5-formylamino-4,4-diphenylpentyl)-4-phenylpiperidine (2.07 g) in methanol (50 ml) was added 1N-sodium hydroxide (30 ml) and the mixture was refluxed overnight. This reaction mixture was concentrated to dryness and the group was extracted using methylene chloride and water. The organic layer was washed with water, dried over anhydrous sodium sulfate, and concentrated to dryness to provide the title compound (1.94 g) as yellow powder. Reactants: O=C([O-])[O-], CCOC(=O)CBr, CC#N, [Cs+], [Cs+], [I-], [K+], O=C(Cc1ccc2cc[nH]c2c1)NCC#Cc1ccc(C(F)(F)F)cc1. Yields the product CCOC(=O)Cn1ccc2ccc(CC(=O)NCC#Cc3ccc(C(F)(F)F)cc3)cc21. Reaction SMILES: [C:34](=[O:35])([O-:36])[O-:37].[CH2:27]([CH3:28])[O:29][C:30]([CH2:31][Br:32])=[O:33].[CH3:42][C:43]#[N:44].[Cs+:38].[Cs+:39].[I-:41].[K+:40].[nH:1]1[cH:2][cH:3][c:4]2[cH:5][cH:6][c:7]([CH2:10][C:11](=[O:12])[NH:13][CH2:14][C:15]#[C:16][c:17]3[cH:18][cH:19][c:20]([C:23]([F:24])([F:25])[F:26])[cH:21][cH:22]3)[cH:8][c:9]12>>[n:1]1([CH2:31][C:30]([O:29][CH2:27][CH3:28])=[O:33])[cH:2][cH:3][c:4]2[cH:5][cH:6][c:7]([CH2:10][C:11](=[O:12])[NH:13][CH2:14][C:15]#[C:16][c:17]3[cH:18][cH:19][c:20]([C:23]([F:24])([F:25])[F:26])[cH:21][cH:22]3)[cH:8][c:9]12. Reactants: ceric ammonium nitrate, O (water), C(#N)C=1C=C(C(=O)C2=C(C(NC(N2CC=2C=C(C=C(C2)F)N(C(C(F)(F)F)=O)CC2=CC=C(C=C2)OC)=O)=O)C(C)C)C=C(C1)C (N-{3-[6-(3-Cyano-5-methyl-benzoyl)-5-isopropyl-2,4-dioxo-3,4-dihydro-2 H-pyrimidin-1-ylmethyl]-5-fluoro-phenyl}-2,2,2-trifluoro-N-(4-methoxy-benzyl)-acetamide). Solvent: C(C)(=O)OCC (ethyl acetate), C(C)#N (acetonitrile). Conditions: time 24 hour. The product is C(#N)C=1C=C(C(=O)C2=C(C(NC(N2CC=2C=C(C=C(C2)F)NC(C(F)(F)F)=O)=O)=O)C(C)C)C=C(C1)C (N-{3-[6-(3-Cyano-5-methyl-benzoyl)-5-isopropyl-2,4-dioxo-3,4-dihydro-2 H-pyrimidin-1-ylmethyl]-5-fluoro-phenyl}-2,2,2-trifluoro-acetamide). The yield is 76.2%. RXN SMILES: [C:1]([C:3]1[CH:4]=[C:5]([CH:43]=[C:44]([CH3:46])[CH:45]=1)[C:6]([C:8]1[N:13]([CH2:14][C:15]2[CH:16]=[C:17]([N:22](CC3C=CC(OC)=CC=3)[C:23](=[O:28])[C:24]([F:27])([F:26])[F:25])[CH:18]=[C:19]([F:21])[CH:20]=2)[C:12](=[O:38])[NH:11][C:10](=[O:39])[C:9]=1[CH:40]([CH3:42])[CH3:41])=[O:7])#[N:2].O>C(#N)C.C(OCC)(=O)C>[C:1]([C:3]1[CH:4]=[C:5]([CH:43]=[C:44]([CH3:46])[CH:45]=1)[C:6]([C:8]1[N:13]([CH2:14][C:15]2[CH:16]=[C:17]([NH:22][C:23](=[O:28])[C:24]([F:27])([F:26])[F:25])[CH:18]=[C:19]([F:21])[CH:20]=2)[C:12](=[O:38])[NH:11][C:10](=[O:39])[C:9]=1[CH:40]([CH3:41])[CH3:42])=[O:7])#[N:2]. Procedure details: N-{3-[6-(3-Cyano-5-methyl-benzoyl)-5-isopropyl-2,4-dioxo-3,4-dihydro-2 H-pyrimidin-1-ylmethyl]-5-fluoro-phenyl}-2,2,2-trifluoro-N-(4-methoxy-benzyl)-acetamide (389 mg, 0.61 mmol) was dissolved in acetonitrile (6 ml). With stirring, ceric ammonium nitrate (669 mg, 1.2 mmol) and distilled water (3 ml) were added in this order. After 24 hr., the mixture was diluted with ethyl acetate, washed with water, dried with anhydrous magnesium sulfate, filtered, and evaporated in vacuo. The residue was purif... Starting materials: ClC1=CC=C(S1)C(=O)Cl (5-chlorothiophene-2-carboxylic acid chloride), NC(CO)(COC)COC (2-amino-3-methoxy-2-methoxymethyl-propan-1-ol), ice, TEA. Reported procedure: 1.14 g (6.16 mmol) 2-amino-3-methoxy-2-methoxymethyl-propan-1-ol are suspended in 9 ml THF, cooled in the ice bath and combined with 2.56 ml (18.4 mmol) TEA. 1.12 g (6.19 mmol) 5-chlorothiophene-2-carboxylic acid chloride are dissolved in 6 ml THF and added dropwise. After 1.5 h the mixture is filtered and the filtrate is concentrated by evaporation i.vac. Then it is purified by chromatography through RP material (Microsorb C18 Varian; eluant:water/acetonitrile/trifluoroacetic acid=90:10:0.1=>0:... Solvent: C1CCOC1 (THF), C1CCOC1 (THF). The product is OCC(COC)(COC)NC(=O)C=1SC(=CC1)Cl (5-chloro-thiophene-2-carboxylic acid(1-hydroxymethyl-2-methoxy-1-methoxymethyl-ethyl)-amide). As a reaction SMILES: [NH2:1][C:2]([CH2:8][O:9][CH3:10])([CH2:5][O:6][CH3:7])[CH2:3][OH:4].[Cl:11][C:12]1[S:16][C:15]([C:17](Cl)=[O:18])=[CH:14][CH:13]=1>C1COCC1>[OH:4][CH2:3][C:2]([NH:1][C:17]([C:15]1[S:16][C:12]([Cl:11])=[CH:13][CH:14]=1)=[O:18])([CH2:8][O:9][CH3:10])[CH2:5][O:6][CH3:7].